Dataset: the Open Reaction Database (ORD), a public repository of structured organic reaction records. Task: describe an organic reaction: reactants, conditions, products, and yield Reactants: BrC1=C(N=C(N1)C)[N+](=O)[O-] (5-bromo-2-methyl-4-nitroimidazole), C1(=C(C(=CC(=C1)C)C)OB(O)O)C (mesitylboric acid), O.O.O.O.O.O.O.O.[OH-].[Ba+2].[OH-] (barium hydroxide octahydrate). The reagents and catalysts are C=1C=CC(=CC1)[P](C=2C=CC=CC2)(C=3C=CC=CC3)[Pd]([P](C=4C=CC=CC4)(C=5C=CC=CC5)C=6C=CC=CC6)([P](C=7C=CC=CC7)(C=8C=CC=CC8)C=9C=CC=CC9)[P](C=1C=CC=CC1)(C=1C=CC=CC1)C=1C=CC=CC1 (Pd(PPh3)4). The solvent is COC(C)OC (2,2-dimethoxyethane), O (water). Product: C1(=C(C(=CC(=C1)C)C)C1=C(N=C(N1)C)[N+](=O)[O-])C (5-Mesityl-2-methyl-4-nitro-1H-imidazole). Isolated yield 70.8%. As a reaction SMILES: Br[C:2]1[NH:6][C:5]([CH3:7])=[N:4][C:3]=1[N+:8]([O-:10])=[O:9].[C:11]1([CH3:23])[CH:16]=[C:15]([CH3:17])[CH:14]=[C:13]([CH3:18])[C:12]=1OB(O)O.O.O.O.O.O.O.O.O.[OH-].[Ba+2].[OH-]>COC(OC)C.O.C1C=CC([P]([Pd]([P](C2C=CC=CC=2)(C2C=CC=CC=2)C2C=CC=CC=2)([P](C2C=CC=CC=2)(C2C=CC=CC=2)C2C=CC=CC=2)[P](C2C=CC=CC=2)(C2C=CC=CC=2)C2C=CC=CC=2)(C2C=CC=CC=2)C2C=CC=CC=2)=CC=1>[C:11]1([CH3:23])[CH:16]=[C:15]([CH3:17])[CH:14]=[C:13]([CH3:18])[C:12]=1[C:2]1[NH:6][C:5]([CH3:7])=[N:4][C:3]=1[N+:8]([O-:10])=[O:9] |f:2.3.4.5.6.7.8.9.10.11.12,^1:45,47,66,85|. Procedure details: A solution of 5-bromo-2-methyl-4-nitroimidazole (5.0 g, 24 mmol), mesitylboric acid (3.96 g, 24 mmol), Pd(PPh3)4 (1.4 g, 1.2 mmol) and barium hydroxide octahydrate (19.1 g, 61 mmol) in 2,2-dimethoxyethane (150 mL) and water (25 mL) was heated at reflux for four hours. After filtered through Celite, the filtrate was diluted with ethyl acetate, washed with brine, dried over anhydrous magnesium sulfate and evaporated. The resulting crystals were washed with ethyl acetate, to give the title compound... Reactants: C(C)(C)(C)OC(=O)N1C(CCC1)COC1=CC=C(C=C1)C(CC1=CC=CC=C1)=O (2-(4-phenylacetyl-phenoxymethyl)-pyrrolidine-1-carboxylic acid tert-butyl ester), C(C)[SiH](CC)CC (triethylsilane), [OH-].[Na+] (NaOH), ice water. Solvent: C(=O)(C(F)(F)F)O (TFA). Conditions: time 16 hour. Product: C(CC1=CC=CC=C1)C1=CC=C(OC[C@@H]2NCCC2)C=C1 ((R)-2-(4-Phenethyl-phenoxymethyl)-pyrrolidine). Isolated yield 55.5%. RXN SMILES: C(OC([N:8]1[CH2:12][CH2:11][CH2:10][CH:9]1[CH2:13][O:14][C:15]1[CH:20]=[CH:19][C:18]([C:21](=O)[CH2:22][C:23]2[CH:28]=[CH:27][CH:26]=[CH:25][CH:24]=2)=[CH:17][CH:16]=1)=O)(C)(C)C.C([SiH](CC)CC)C.[OH-].[Na+]>C(O)(C(F)(F)F)=O>[CH2:21]([C:18]1[CH:19]=[CH:20][C:15]([O:14][CH2:13][C@H:9]2[CH2:10][CH2:11][CH2:12][NH:8]2)=[CH:16][CH:17]=1)[CH2:22][C:23]1[CH:24]=[CH:25][CH:26]=[CH:27][CH:28]=1 |f:2.3|. Reported procedure: To a solution of R)-2-(4-phenylacetyl-phenoxymethyl)-pyrrolidine-1-carboxylic acid tert-butyl ester (40 mg, 0.16 mmol) in TFA (1.0 mL) was added triethylsilane (0.2 mL, 0.9 mmol) at 0° C. The resulting mixture was allowed to warm to rt and stir at rt for 16 h. The mixture was poured onto 20 mL ice-water solution, neutralized with aq NaOH (2N) to pH=6-7, and then extracted with EtOAc (3×20 mL). The combined organic layers were washed with water (2×20 mL) and brine (20 mL) and dried over anhy. Na2... Reactants: C1(CCCC2=CC=CC=C12)C(=O)O (1,2,3,4-tetrahydronaphthalene-1-carboxylic acid), C(CCC)C1=CC=C(C=C1)NCC1=CC=C(C=C1)N(C)C ((4-butylphenyl)[(4-dimethylaminophenyl)-methyl]amine). Yields the product C(CCC)C1=CC=C(C=C1)N(C(=O)C1CCCC2=CC=CC=C12)CC1=CC=C(C=C1)N(C)C (N-(4-butylphenyl)-N-[(4-dimethylaminophenyl)methyl]-1,2,3,4-tetrahydronaphthalene-1-carboxamide). Yield: 37.4%. Reaction SMILES: [CH:1]1([C:11]([OH:13])=O)[C:10]2[C:5](=[CH:6][CH:7]=[CH:8][CH:9]=2)[CH2:4][CH2:3][CH2:2]1.[CH2:14]([C:18]1[CH:23]=[CH:22][C:21]([NH:24][CH2:25][C:26]2[CH:31]=[CH:30][C:29]([N:32]([CH3:34])[CH3:33])=[CH:28][CH:27]=2)=[CH:20][CH:19]=1)[CH2:15][CH2:16][CH3:17]>>[CH2:14]([C:18]1[CH:23]=[CH:22][C:21]([N:24]([CH2:25][C:26]2[CH:31]=[CH:30][C:29]([N:32]([CH3:34])[CH3:33])=[CH:28][CH:27]=2)[C:11]([CH:1]2[C:10]3[C:5](=[CH:6][CH:7]=[CH:8][CH:9]=3)[CH2:4][CH2:3][CH2:2]2)=[O:13])=[CH:20][CH:19]=1)[CH2:15][CH2:16][CH3:17]. Reported procedure: By the reaction and treatment in the same manner as in Example 12 using 1,2,3,4-tetrahydronaphthalene-1-carboxylic acid (0.45 g) and (4-butylphenyl)[(4-dimethylaminophenyl)-methyl]amine (0.6 g) as starting materials, N-(4-butylphenyl)-N-[(4-dimethylaminophenyl)methyl]-1,2,3,4-tetrahydronaphthalene-1-carboxamide (0.35 g) was obtained. The reactants are C(C)(C)(C)[Si](OCCC1(CCN(CC1)C=1SC2=C(N1)C=CC(=C2)C(F)(F)F)C#N)(C)C (4-[2-(t-butyldimethyl silyloxy)ethyl]-1-(6-trifluoromethyl benzothiazole-2-yl)piperidine-4-carbonitrile), [H-].C(C(C)C)[Al+]CC(C)C (diisobutylaluminum hydride), C(CC(O)(C(=O)O)CC(=O)O)(=O)O (citric acid). The solvent is COCCOC (1,2-dimethoxyethane). Conditions: time 4 hour. The product is C(C)(C)(C)[Si](OCCC1(CCN(CC1)C=1SC2=C(N1)C=CC(=C2)C(F)(F)F)C=O)(C)C (4-[2-(t-butyldimethyl silanyloxy)ethyl]-1-(6-trifluoromethyl benzothiazole-2-yl)piperidine-4-carboxaldehyde). The yield is 87.0%. RXN SMILES: [C:1]([Si:5]([CH3:31])([CH3:30])[O:6][CH2:7][CH2:8][C:9]1([C:28]#N)[CH2:14][CH2:13][N:12]([C:15]2[S:16][C:17]3[CH:23]=[C:22]([C:24]([F:27])([F:26])[F:25])[CH:21]=[CH:20][C:18]=3[N:19]=2)[CH2:11][CH2:10]1)([CH3:4])([CH3:3])[CH3:2].[H-].C([Al+]CC(C)C)C(C)C.C(O)(=O)CC(CC(O)=O)(C(O)=O)[OH:45]>COCCOC>[C:1]([Si:5]([CH3:30])([CH3:31])[O:6][CH2:7][CH2:8][C:9]1([CH:28]=[O:45])[CH2:14][CH2:13][N:12]([C:15]2[S:16][C:17]3[CH:23]=[C:22]([C:24]([F:26])([F:25])[F:27])[CH:21]=[CH:20][C:18]=3[N:19]=2)[CH2:11][CH2:10]1)([CH3:3])([CH3:2])[CH3:4] |f:1.2|. Procedure details: To a solution of 4-[2-(t-butyldimethyl silyloxy)ethyl]-1-(6-trifluoromethyl benzothiazole-2-yl)piperidine-4-carbonitrile (600 mg) in 1,2-dimethoxyethane (12 mL) was added diisobutylaluminum hydride (1.0 M toluene solution, 6.39 mL) at 0° C. The mixture was stirred for 4 hours. To the reaction solution was added aqueous citric acid solution and extracted with ethyl acetate. The organic layer was sequentially washed with aqueous citric acid solution, water and brine, and dried over magnesium sulph... Reaction SMILES: [C:23].[CH3:15][OH:16].[CH3:17][CH2:18][O:19][C:20](=[O:21])[CH3:22].[H:13][H:14].[NH2:1][C:2]1([C:9](=[O:10])[O:11][CH3:12])[CH2:3][CH:4]=[C:5]([F:8])[CH2:6][CH2:7]1.[Pd:24]>>[NH2:1][C:2]1([C:9](=[O:10])[O:11][CH3:12])[CH2:3][CH2:4][CH:5]([F:8])[CH2:6][CH2:7]1. Starting materials: C, CO, CCOC(C)=O, [H][H], COC(=O)C1(N)CC=C(F)CC1, [Pd]. Product: COC(=O)C1(N)CCC(F)CC1. The reactants are CCOCC, COC(=O)c1ccc(N(Cc2cc([N+](=O)[O-])ccc2OCc2ccccc2)C(=O)OC(C)(C)C)nc1, O=CO. Product: COC(=O)c1ccc(NCc2cc([N+](=O)[O-])ccc2OCc2ccccc2)nc1. RXN SMILES: [CH2:40]([O:41][CH2:42][CH3:43])[CH3:44].[CH3:1][O:2][C:3](=[O:4])[c:5]1[cH:6][cH:7][c:8]([N:11]([C:12]([O:13][C:14]([CH3:15])([CH3:16])[CH3:17])=[O:18])[CH2:19][c:20]2[c:21]([O:29][CH2:30][c:31]3[cH:32][cH:33][cH:34][cH:35][cH:36]3)[cH:22][cH:23][c:24]([N+:26](=[O:27])[O-:28])[cH:25]2)[n:9][cH:10]1.[CH:37]([OH:38])=[O:39]>>[CH3:1][O:2][C:3](=[O:4])[c:5]1[cH:6][cH:7][c:8]([NH:11][CH2:19][c:20]2[c:21]([O:29][CH2:30][c:31]3[cH:32][cH:33][cH:34][cH:35][cH:36]3)[cH:22][cH:23][c:24]([N+:26](=[O:27])[O-:28])[cH:25]2)[n:9][cH:10]1. Reactants: [Al+3], COC(=O)c1ccc2ccn(S(=O)(=O)c3ccc(C)cc3)c2c1, [H-], [H-], [H-], [H-], [Li+], C1CCOC1. The product is Cc1ccc(S(=O)(=O)n2ccc3ccc(CO)cc32)cc1. Reaction SMILES: [Al+3:25].[CH3:1][c:2]1[cH:3][cH:4][c:5]([S:8](=[O:9])(=[O:10])[n:11]2[cH:12][cH:13][c:14]3[cH:15][cH:16][c:17]([C:20](=[O:21])[O:22][CH3:23])[cH:18][c:19]23)[cH:6][cH:7]1.[H-:24].[H-:27].[H-:28].[H-:29].[Li+:26].[O:30]1[CH2:31][CH2:32][CH2:33][CH2:34]1>>[CH3:1][c:2]1[cH:3][cH:4][c:5]([S:8](=[O:9])(=[O:10])[n:11]2[cH:12][cH:13][c:14]3[cH:15][cH:16][c:17]([CH2:20][OH:21])[cH:18][c:19]23)[cH:6][cH:7]1. Reactants: C(C)OC(C(C(C)=O)C(=O)C1=CC=NC=C1)=O (3-oxo-2-(pyridine-4-carbonyl)-butyric acid ethyl ester), Cl.NN (hydrazine hydrochloride), C(=O)(O)[O-].[Na+] (NaHCO3), Cl (HCl). Solvent: C(C)O (ethanol), O (water), O1CCOCC1 (dioxane). Reaction conditions: time 1 hour. Product: C(C)OC(=O)C=1C(=NNC1C)C1=CC=NC=C1 (5-Methyl-3-pyridin-4-yl-1H-pyrazole-4-carboxylic acid ethyl ester). The yield is 82.9%. RXN SMILES: [CH2:1]([O:3][C:4](=[O:17])[CH:5]([C:9]([C:11]1[CH:16]=[CH:15][N:14]=[CH:13][CH:12]=1)=O)[C:6](=O)[CH3:7])[CH3:2].Cl.[NH2:19][NH2:20].Cl.C([O-])(O)=O.[Na+]>C(O)C.O.O1CCOCC1>[CH2:1]([O:3][C:4]([C:5]1[C:9]([C:11]2[CH:16]=[CH:15][N:14]=[CH:13][CH:12]=2)=[N:19][NH:20][C:6]=1[CH3:7])=[O:17])[CH3:2] |f:1.2,4.5|. Reported procedure: To a solution of 3-oxo-2-(pyridine-4-carbonyl)-butyric acid ethyl ester (1 g, 4.25 mmol) in 10 ml ethanol, were added a solution of hydrazine hydrochloride (291 mg, 4.25 mmol) in 4 ml water and, then 0.1 ml of 4M HCl in dioxane. The yellow solution was stirred 1 h at room temperature, poured on a saturated solution of NaHCO3 and extracted twice with EtOAc. The organic phases were washed with brine, dried over magnesium sulfate, and evaporated to afford the title compound as light yellow solid (8...